This data is from the Open Reaction Database (ORD), a public repository of structured organic reaction records. The task is: describe an organic reaction: reactants, conditions, products, and yield Reactants: CCS(=O)(=O)c1cccnc1S(=O)(=O)NC(C)(C)C, O=C(O)C(F)(F)F. Yields the product CCS(=O)(=O)c1cccnc1S(N)(=O)=O. Reaction SMILES: [CH3:8][C:9]([CH3:10])([CH3:11])[NH:12][S:13](=[O:14])(=[O:15])[c:16]1[n:17][cH:18][cH:19][cH:20][c:21]1[S:22](=[O:23])(=[O:24])[CH2:25][CH3:26].[OH:1][C:2]([C:3]([F:4])([F:5])[F:6])=[O:7]>>[NH2:12][S:13](=[O:14])(=[O:15])[c:16]1[n:17][cH:18][cH:19][cH:20][c:21]1[S:22](=[O:23])(=[O:24])[CH2:25][CH3:26]. Starting materials: C1(CCCC1)CN(C(CCCC(=O)C1=CC=C(C=C1)F)C)CC=C (5-[(cyclopentylmethyl)(2-propenyl)amino]-1-(4-fluorophenyl)hexan-1-one), N1C=NC=C1 (1H-imidazole). Yields the product C1(CCCC1)CN(C(CCCC(=O)C1=CC=C(C=C1)N1C=NC=C1)C)CC=C (5-[(Cyclopentylmethyl)(2-propenyl)amino]-1-[4-(1H-imidazol-1-yl)phenyl]hexan-1-one). RXN SMILES: [CH:1]1([CH2:6][N:7]([CH2:22][CH:23]=[CH2:24])[CH:8]([CH3:21])[CH2:9][CH2:10][CH2:11][C:12]([C:14]2[CH:19]=[CH:18][C:17](F)=[CH:16][CH:15]=2)=[O:13])[CH2:5][CH2:4][CH2:3][CH2:2]1.[NH:25]1[CH:29]=[CH:28][N:27]=[CH:26]1>>[CH:1]1([CH2:6][N:7]([CH2:22][CH:23]=[CH2:24])[CH:8]([CH3:21])[CH2:9][CH2:10][CH2:11][C:12]([C:14]2[CH:19]=[CH:18][C:17]([N:25]3[CH:29]=[CH:28][N:27]=[CH:26]3)=[CH:16][CH:15]=2)=[O:13])[CH2:5][CH2:4][CH2:3][CH2:2]1. Reported procedure: In a manner similar to Example 26, react 5-[(cyclopentylmethyl)(2-propenyl)amino]-1-(4-fluorophenyl)hexan-1-one with 1H-imidazole to obtain the title compound.